This data is from the Open Reaction Database (ORD), a public repository of structured organic reaction records. The task is: describe an organic reaction: reactants, conditions, products, and yield Reactants: C(CC)NC1CCN(CC1)C(=O)OC(C)(C)C (4-(N-(prop-1-yl)amino)-1-tert-butoxycarbonylpiperidine), [N+](=O)([O-])C1=CC=C(COC(=O)Cl)C=C1 ((4-nitrobenzyl)chloroformate), C(=O)(C(F)(F)F)O (TFA). Run in C(Cl)Cl (CH2Cl2). Product: FC(C(=O)O)(F)F.[N+](=O)([O-])C1=CC=C(COC(=O)N(CCC)C2CCNCC2)C=C1 (4-(N-((4-Nitrobenzyl)oxycarbonyl)-N-(prop-1-yl)amino)-piperidine trifluoroacetate). RXN SMILES: [CH2:1]([NH:4][CH:5]1[CH2:10][CH2:9][N:8](C(OC(C)(C)C)=O)[CH2:7][CH2:6]1)[CH2:2][CH3:3].[N+:18]([C:21]1[CH:31]=[CH:30][C:24]([CH2:25][O:26][C:27](Cl)=[O:28])=[CH:23][CH:22]=1)([O-:20])=[O:19].[C:32]([OH:38])([C:34]([F:37])([F:36])[F:35])=[O:33]>C(Cl)Cl>[F:35][C:34]([F:37])([F:36])[C:32]([OH:38])=[O:33].[N+:18]([C:21]1[CH:22]=[CH:23][C:24]([CH2:25][O:26][C:27]([N:4]([CH:5]2[CH2:6][CH2:7][NH:8][CH2:9][CH2:10]2)[CH2:1][CH2:2][CH3:3])=[O:28])=[CH:30][CH:31]=1)([O-:20])=[O:19] |f:4.5|. Procedure details: The title compound was prepared by the reaction of 4-(N-(prop-1-yl)amino)-1-tert-butoxycarbonylpiperidine (from Example 17, Step A) with (4-nitrobenzyl)chloroformate, followed by treatment of the product with 50% TFA in CH2Cl2 to remove the tert-butoxycarbonyl group, affording the title compound. ESI-MS: 322.2 (M+H).